describe an organic reaction: reactants, conditions, products, and yield From a dataset of the Open Reaction Database (ORD), a public repository of structured organic reaction records. Starting materials: CN(CCN1C(C=2C(=C3C(=CC2C1=O)NC(=N3)C=3C(NC=CC3NC(CC3=C(C(=CC(=C3F)F)F)F)C)=O)C)=O)C (6-(2-(dimethylamino)ethyl)-4-methyl-2-(2-oxo-4-(1-(2,3,5,6-tetrafluorophenyl)propan-2-ylamino)-1,2-dihydropyridin-3-yl)imidazo[4,5-f]isoindole-5,7(1H,6H)-dione). Reagents/catalysts: [Zn] (zinc). The solvent is C(C)(=O)O (acetic acid). Yields the product CN(CCN1C(C=2C=C3C(=C(C2C1)C)N=C(N3)C=3C(NC=CC3NC(CC3=C(C(=CC(=C3F)F)F)F)C)=O)=O)C (6-(2-(Dimethylamino)ethyl)-8-methyl-2-(2-oxo-4-(1-(2,3,5,6-tetrafluorophenyl)propan-2-ylamino)-1,2-dihydropyridin-3-yl)-6,7-dihydroimidazo[4,5-f]isoindol-5(3H)-one). The yield is 12.3%. RXN SMILES: [CH3:1][N:2]([CH3:41])[CH2:3][CH2:4][N:5]1[C:13](=[O:14])[C:12]2[CH:11]=[C:10]3[NH:15][C:16]([C:18]4[C:19](=[O:38])[NH:20][CH:21]=[CH:22][C:23]=4[NH:24][CH:25]([CH3:37])[CH2:26][C:27]4[C:32]([F:33])=[C:31]([F:34])[CH:30]=[C:29]([F:35])[C:28]=4[F:36])=[N:17][C:9]3=[C:8]([CH3:39])[C:7]=2[C:6]1=O>[Zn].C(O)(=O)C>[CH3:41][N:2]([CH3:1])[CH2:3][CH2:4][N:5]1[CH2:6][C:7]2[C:8]([CH3:39])=[C:9]3[N:17]=[C:16]([C:18]4[C:19](=[O:38])[NH:20][CH:21]=[CH:22][C:23]=4[NH:24][CH:25]([CH3:37])[CH2:26][C:27]4[C:28]([F:36])=[C:29]([F:35])[CH:30]=[C:31]([F:34])[C:32]=4[F:33])[NH:15][C:10]3=[CH:11][C:12]=2[C:13]1=[O:14]. Procedure details: A mixture of 6-(2-(dimethylamino)ethyl)-4-methyl-2-(2-oxo-4-(1-(2,3,5,6-tetrafluorophenyl)propan-2-ylamino)-1,2-dihydropyridin-3-yl)imidazo[4,5-f]isoindole-5,7(1H,6H)-dione (0.25 g, 0.44 mmol), zinc dust (0.29 g, 4.38 mmol), and 7.5 mL of acetic acid was heated at reflux for 13-14 h under an argon atmosphere. Product was separated by a silica gel column using methylene chloride and methanol (85:15 v/v) as eluent to afford 30 mg of the designed compound as yellowish solid. 1H NMR (500 MHz, DMSO-d... Starting materials: [Li+].[OH-] (LiOH), ClC1=C2C(=CN=C1)SC(=C2)C(=O)OC (Methyl 4-chlorothieno[2,3-c]pyridine-2-carboxylate), Cl (HCl). Run in C1CCOC1 (THF). The product is ClC1=C2C(=CN=C1)SC(=C2)C(=O)O (4-Chlorothieno[2,3-c]pyridine-2-carboxylic acid). Reaction SMILES: [Cl:1][C:2]1[CH:7]=[N:6][CH:5]=[C:4]2[S:8][C:9]([C:11]([O:13]C)=[O:12])=[CH:10][C:3]=12.[Li+].[OH-].Cl>C1COCC1>[Cl:1][C:2]1[CH:7]=[N:6][CH:5]=[C:4]2[S:8][C:9]([C:11]([OH:13])=[O:12])=[CH:10][C:3]=12 |f:1.2|. Procedure: Methyl 4-chlorothieno[2,3-c]pyridine-2-carboxylate (19.76 g) was dissolved in 100 mL THF and treated with 100 mL 2M LiOH at room temperature for 3 hours. The reaction mixture was acidified with concentrated HCl to pH=4. A white solid (17.93 g, y=97%) was obtained after filtration, washing with MeOH and air drying. LCMS (API-ES) m/z (%): 214.1 (100%, M++H); 1H NMR (300 MHz, CD3OD) δ ppm 8.35 (s, 1H) 8.71 (s, 1H) 9.54 (s, 1H). Starting materials: CC(C)CC(CN(OCc1ccccc1)C(=O)OC(C)(C)C)C(=O)N1CCN(c2ccc(-c3ccccc3)cc2)CC1, CC(=O)OC(C)=O, O=CO. Yields the product CC(C)CC(CN(C=O)OCc1ccccc1)C(=O)N1CCN(c2ccc(-c3ccccc3)cc2)CC1. As a reaction SMILES: [CH2:1]([c:2]1[cH:3][cH:4][cH:5][cH:6][cH:7]1)[O:8][N:9]([C:10]([O:11][C:13]([CH3:14])([CH3:15])[CH3:16])=[O:12])[CH2:17][CH:18]([CH2:19][CH:20]([CH3:21])[CH3:22])[C:23](=[O:24])[N:25]1[CH2:26][CH2:27][N:28]([c:31]2[cH:32][cH:33][c:34](-[c:37]3[cH:38][cH:39][cH:40][cH:41][cH:42]3)[cH:35][cH:36]2)[CH2:29][CH2:30]1.[CH3:46][C:47]([O:48][C:49](=[O:50])[CH3:51])=[O:52].[CH:43]([OH:44])=[O:45]>>[CH2:1]([c:2]1[cH:3][cH:4][cH:5][cH:6][cH:7]1)[O:8][N:9]([CH:10]=[O:11])[CH2:17][CH:18]([CH2:19][CH:20]([CH3:21])[CH3:22])[C:23](=[O:24])[N:25]1[CH2:26][CH2:27][N:28]([c:31]2[cH:32][cH:33][c:34](-[c:37]3[cH:38][cH:39][cH:40][cH:41][cH:42]3)[cH:35][cH:36]2)[CH2:29][CH2:30]1. The reactants are ice water, [OH-].[K+] (potassium hydroxide), C(=O)CNN1C=C(C(C2=CC=C(N=C12)C)=O)C(=O)OCC (ethyl 1-(N-formylmethylamino)-1,4-dihydro-7-methyl-4-oxo-1,8-naphthyridine-3-carboxylate). Run in O (water), C(C)O (ethanol). Run at time 3 day. The product is CC1=CC=C2C(C(=CN(C2=N1)NC)C(=O)O)=O (1,4-dihydro-7-methyl-1-methylamino-4-oxo-1,8-naphthyridine-3-carboxylic acid). Isolated yield 91.0%. RXN SMILES: [OH-].[K+].C([CH2:5][NH:6][N:7]1[C:16]2[C:11](=[CH:12][CH:13]=[C:14]([CH3:17])[N:15]=2)[C:10](=[O:18])[C:9]([C:19]([O:21]CC)=[O:20])=[CH:8]1)=O>O.C(O)C>[CH3:17][C:14]1[N:15]=[C:16]2[C:11]([C:10](=[O:18])[C:9]([C:19]([OH:21])=[O:20])=[CH:8][N:7]2[NH:6][CH3:5])=[CH:12][CH:13]=1 |f:0.1|. Procedure: A solution of 85% potassium hydroxide (2.25 g, 0.035 m) in 7.8 ml of water was added to a refluxing solution of 4.5 g (0.016 m) of ethyl 1-(N-formylmethylamino)-1,4-dihydro-7-methyl-4-oxo-1,8-naphthyridine-3-carboxylate in 141 ml of absolute ethanol. The reaction mixture was heated at reflux for one hour, then allowed to stand at room temperature for three days, and poured into 100 ml of ice-water and filtered. The filtrate while cold was acidified with acetic acid, and the solid product was col... Yields the product Cc1oc(-c2ccccc2)nc1COc1cccc(C=CC=CC#N)c1. Reactants: CCOP(=O)(CC#N)OCC, Cc1oc(-c2ccccc2)nc1COc1cccc(C=CC=O)c1. Reaction SMILES: [C:25](#[N:26])[CH2:27][P:28](=[O:29])([O:30][CH2:31][CH3:32])[O:33][CH2:34][CH3:35].[CH3:1][c:2]1[c:3]([CH2:13][O:14][c:15]2[cH:16][c:17]([CH:21]=[CH:22][CH:23]=[O:24])[cH:18][cH:19][cH:20]2)[n:4][c:5](-[c:7]2[cH:8][cH:9][cH:10][cH:11][cH:12]2)[o:6]1>>[CH3:1][c:2]1[c:3]([CH2:13][O:14][c:15]2[cH:16][c:17]([CH:21]=[CH:22][CH:23]=[CH:27][C:25]#[N:26])[cH:18][cH:19][cH:20]2)[n:4][c:5](-[c:7]2[cH:8][cH:9][cH:10][cH:11][cH:12]2)[o:6]1. The reactants are O=C(n1ccnc1)n1ccnc1, CC(C)Oc1c(C(=O)O)sc2c1CS(=O)CC2, Nc1nnn[nH]1, CN(C)C=O. The product is CC(C)Oc1c(C(=O)Nc2nnn[nH]2)sc2c1CS(=O)CC2. As a reaction SMILES: [C:18]([n:19]1[cH:20][cH:21][n:22][cH:23]1)([n:24]1[cH:25][cH:26][n:27][cH:28]1)=[O:29].[CH:1]([CH3:2])([CH3:3])[O:4][c:5]1[c:6]([C:15](=[O:16])[OH:17])[s:7][c:8]2[c:9]1[CH2:10][S:11](=[O:14])[CH2:12][CH2:13]2.[NH2:30][c:31]1[n:32][n:33][n:34][nH:35]1.[O:36]=[CH:37][N:38]([CH3:39])[CH3:40]>>[CH:1]([CH3:2])([CH3:3])[O:4][c:5]1[c:6]([C:15](=[O:17])[NH:30][c:31]2[nH:32][n:33][n:34][n:35]2)[s:7][c:8]2[c:9]1[CH2:10][S:11](=[O:14])[CH2:12][CH2:13]2. Starting materials: BrC=1C=C2C=CC3=C(NC(=N3)[C@H]3N(C[C@H](C3)COC)C([C@H](C(C)C)NC(OC)=O)=O)C2=CC1 (Methyl (S)-1-((2S,4S)-2-(7-bromo-1H-naphtho[1,2-d]imidazol-2-yl)-4-(methoxymethyl)pyrrolidin-1-yl)-3-methyl-1-oxobutan-2-ylcarbamate), CC([C@@H](C(N1[C@@H](CCC1)C1=NC2=C(N1)C1=CC=C(C=C1C=C2)B2OC(C(O2)(C)C)(C)C)=O)NC(OC)=O)C (methyl (S)-3-methyl-1-oxo-1-((S)-2-(7-(4,4,5,5-tetramethyl-1,3,2-dioxaborolan-2-yl)-1H-naphtho[1,2-d]imidazol-2-yl)pyrrolidin-1-yl)butan-2-ylcarbamate), C(=O)([O-])[O-].[K+].[K+] (K2CO3). Reagents/catalysts: C=1C=CC(=CC1)[P](C=2C=CC=CC2)(C=3C=CC=CC3)[Pd]([P](C=4C=CC=CC4)(C=5C=CC=CC5)C=6C=CC=CC6)([P](C=7C=CC=CC7)(C=8C=CC=CC8)C=9C=CC=CC9)[P](C=1C=CC=CC1)(C=1C=CC=CC1)C=1C=CC=CC1 (Pd(PPh3)4). The solvent is COCCOC (DME). Run at temperature 85 celsius. The product is COC(=O)N[C@H](C(=O)N1[C@@H](CCC1)C1=NC2=C(N1)C1=CC=C(C=C1C=C2)C=2C=C1C=CC3=C(NC(=N3)[C@H]3N(C[C@H](C3)COC)C([C@H](C(C)C)NC(OC)=O)=O)C1=CC2)C(C)C (methyl {(2S)-1-[(2S,4S)-2-{2′-[(2S)-1-{(2S)-2-[(methoxycarbonyl)amino]-3-methylbutanoyl}pyrrolidin-2-yl]-1H,1′H-7,7′-binaphtho[1,2-d]imidazol-2-yl}-4-(methoxymethyl)pyrrolidin-1-yl]-3-methyl-1-oxobutan-2-yl}carbamate). The yield is 41.5%. Reaction SMILES: Br[C:2]1[CH:3]=[C:4]2[C:31](=[CH:32][CH:33]=1)[C:8]1[NH:9][C:10]([C@@H:12]3[CH2:16][C@H:15]([CH2:17][O:18][CH3:19])[CH2:14][N:13]3[C:20](=[O:30])[C@@H:21]([NH:25][C:26](=[O:29])[O:27][CH3:28])[CH:22]([CH3:24])[CH3:23])=[N:11][C:7]=1[CH:6]=[CH:5]2.[CH3:34][CH:35]([CH3:71])[C@H:36]([NH:66][C:67](=[O:70])[O:68][CH3:69])[C:37](=[O:65])[N:38]1[CH2:42][CH2:41][CH2:40][C@H:39]1[C:43]1[NH:47][C:46]2[C:48]3[C:53]([CH:54]=[CH:55][C:45]=2[N:44]=1)=[CH:52][C:51](B1OC(C)(C)C(C)(C)O1)=[CH:50][CH:49]=3.C([O-])([O-])=O.[K+].[K+]>COCCOC.C1C=CC([P]([Pd]([P](C2C=CC=CC=2)(C2C=CC=CC=2)C2C=CC=CC=2)([P](C2C=CC=CC=2)(C2C=CC=CC=2)C2C=CC=CC=2)[P](C2C=CC=CC=2)(C2C=CC=CC=2)C2C=CC=CC=2)(C2C=CC=CC=2)C2C=CC=CC=2)=CC=1>[CH3:69][O:68][C:67]([NH:66][C@@H:36]([CH:35]([CH3:71])[CH3:34])[C:37]([N:38]1[CH2:42][CH2:41][CH2:40][C@H:39]1[C:43]1[NH:47][C:46]2[C:48]3[C:53]([CH:54]=[CH:55][C:45]=2[N:44]=1)=[CH:52][C:51]([C:2]1[CH:3]=[C:4]2[C:31](=[CH:32][CH:33]=1)[C:8]1[NH:9][C:10]([C@@H:12]4[CH2:16][C@H:15]([CH2:17][O:18][CH3:19])[CH2:14][N:13]4[C:20](=[O:30])[C@@H:21]([NH:25][C:26](=[O:29])[O:27][CH3:28])[CH:22]([CH3:24])[CH3:23])=[N:11][C:7]=1[CH:6]=[CH:5]2)=[CH:50][CH:49]=3)=[O:65])=[O:70] |f:2.3.4,^1:87,89,108,127|. Procedure: Methyl (S)-1-((2S,4S)-2-(7-bromo-1H-naphtho[1,2-d]imidazol-2-yl)-4-(methoxymethyl)pyrrolidin-1-yl)-3-methyl-1-oxobutan-2-ylcarbamate (210 mg, 0.406 mmol), methyl (S)-3-methyl-1-oxo-1-((S)-2-(7-(4,4,5,5-tetramethyl-1,3,2-dioxaborolan-2-yl)-1H-naphtho[1,2-d]imidazol-2-yl)pyrrolidin-1-yl)butan-2-ylcarbamate (253 mg, 0.487 mmol), Pd(PPh3)4 (47 mg, 0.0406 mmol) and K2CO3 (2M in H2O, 0.50 mL, 1.0 mmoL) were combined in DME (4 mL). The mixture was degassed with bubbling N2 for 10 min the heated to 85° ... Starting materials: CCN(C(C)C)C(C)C (DIEA), Cl.Cl.C1(=CC=CC=C1)C=1C(=C2C(=NC1)NN=C2)N2CCNCC2 (5-phenyl-4-(piperazin-1-yl)-1H-pyrazolo[3,4-b]pyridine dihydrochloride), C(C)(C)(C)OC(=O)N(C[C@@H](C(=O)O)C1=CC=C(C=C1)Cl)C(C)C ((S)-3-(tert-butoxycarbonyl(isopropyl)amino)-2-(4-chlorophenyl)propanoic acid), O-(benzotriazol-1-yl)-N,N,N,N′-tetramethyluronium tetrafluoroborate. The solvent is C(Cl)Cl (DCM). Reaction conditions: time 1 hour. Yields the product ClC1=CC=C(C=C1)[C@@H](CN(C(OC(C)(C)C)=O)C(C)C)C(N1CCN(CC1)C1=C2C(=NC=C1C1=CC=CC=C1)NN=C2)=O ((S)-tert-butyl 2-(4-chlorophenyl)-3-oxo-3-(4-(5-phenyl-1H-pyrazolo[3,4-b]pyridin-4-yl)piperazin-1-yl)propyl(isopropyl)carbamate). As a reaction SMILES: CCN(C(C)C)C(C)C.Cl.Cl.[C:12]1([C:18]2[C:19]([N:27]3[CH2:32][CH2:31][NH:30][CH2:29][CH2:28]3)=[C:20]3[CH:26]=[N:25][NH:24][C:21]3=[N:22][CH:23]=2)[CH:17]=[CH:16][CH:15]=[CH:14][CH:13]=1.[C:33]([O:37][C:38]([N:40]([CH:53]([CH3:55])[CH3:54])[CH2:41][C@H:42]([C:46]1[CH:51]=[CH:50][C:49]([Cl:52])=[CH:48][CH:47]=1)[C:43](O)=[O:44])=[O:39])([CH3:36])([CH3:35])[CH3:34]>C(Cl)Cl>[Cl:52][C:49]1[CH:50]=[CH:51][C:46]([C@H:42]([C:43](=[O:44])[N:30]2[CH2:29][CH2:28][N:27]([C:19]3[C:18]([C:12]4[CH:13]=[CH:14][CH:15]=[CH:16][CH:17]=4)=[CH:23][N:22]=[C:21]4[NH:24][N:25]=[CH:26][C:20]=34)[CH2:32][CH2:31]2)[CH2:41][N:40]([CH:53]([CH3:54])[CH3:55])[C:38](=[O:39])[O:37][C:33]([CH3:35])([CH3:34])[CH3:36])=[CH:47][CH:48]=1 |f:1.2.3|. Procedure: DIEA (0.111 mL, 0.636 mmol) was added to a solution of 5-phenyl-4-(piperazin-1-yl)-1H-pyrazolo[3,4-b]pyridine dihydrochloride (0.070 g, 0.159 mmol), (S)-3-(tert-butoxycarbonyl(isopropyl)amino)-2-(4-chlorophenyl)propanoic acid (0.0543 g, 0.159 mmol, see Example B) and O-(benzotriazol-1-yl)-N,N,N,N′-tetramethyluronium tetrafluoroborate (“TBTU”) (0.0613 g, 0.191 mmol) in DCM (1 mL) and stirred at room temperature for 1 hour. The mixture was then directly loaded onto a silica column and purified by ... Starting materials: N#Cc1ccc2[nH]ccc2c1, CN1CCCC1=O, [H-], [Na+]. Product: N#Cc1ccc2c(ccn2N)c1. As a reaction SMILES: [C:3](#[N:4])[c:5]1[cH:6][c:7]2[cH:8][cH:9][nH:10][c:11]2[cH:12][cH:13]1.[CH3:14][N:15]1[CH2:16][CH2:17][CH2:18][C:19]1=[O:20].[H-:2].[Na+:1]>>[C:3](#[N:4])[c:5]1[cH:6][c:7]2[cH:8][cH:9][n:10]([NH2:15])[c:11]2[cH:12][cH:13]1.